Dataset: the Open Reaction Database (ORD), a public repository of structured organic reaction records. Task: describe an organic reaction: reactants, conditions, products, and yield Reactants: [Mg] (magnesium), Cl[Si](Cl)(Cl)Cl (Tetrachlorosilane), BrC1=CC=C(C=C1)CCCCCC (1-bromo-4-hexylbenzene), C(C)OCC (diethyl ether), C(C)OCC (diethyl ether), BrC1=CC=C(C=C1)CCCCCC (1-bromo-4-hexylbenzene). Solvent: C1(=CC=CC=C1)C (toluene), C1(=CC=CC=C1)C (toluene). As a reaction SMILES: [Mg].Br[C:3]1[CH:8]=[CH:7][C:6]([CH2:9][CH2:10][CH2:11][CH2:12][CH2:13][CH3:14])=[CH:5][CH:4]=1.C(O[CH2:18][CH3:19])C.[Cl:20][Si:21]([Cl:24])(Cl)Cl>C1(C)C=CC=CC=1>[CH2:9]([C:6]1[CH:7]=[CH:8][C:3]([Si:21]([C:3]2[CH:8]=[CH:7][C:6]([CH2:9][CH2:10][CH2:11][CH2:12][CH2:18][CH3:19])=[CH:5][CH:4]=2)([Cl:24])[Cl:20])=[CH:4][CH:5]=1)[CH2:10][CH2:11][CH2:12][CH2:13][CH3:14]. Run at time 8 hour. Procedure details: A 3 L-volume four-necked flask equipped with a Dimroth condenser, a dropping funnel and a stirrer was charged with magnesium (15.7 g, 0.645 moles, in a flaky state), and the inside of the flask was purged with nitrogen. Diethyl ether (200 mL) was poured while keeping the inside of the flask at a positive pressure, and one piece of iodine was added while stirring. Furthermore, 1-bromo-4-hexylbenzene (160.9 g, 0.665 moles) and diethyl ether (500 mL) were charged into the dropping funnel while keep... Product: C(CCCCC)C1=CC=C(C=C1)[Si](Cl)(Cl)C1=CC=C(C=C1)CCCCCC (bis(4-hexylphenyl)dichlorosilane). Reactants: O=c1cc(O)c2ccc(Br)cc2o1, ClC(Cl)Cl, O=[N+]([O-])O. Yields the product O=c1oc2cc(Br)ccc2c(O)c1[N+](=O)[O-]. As a reaction SMILES: [Br:5][c:6]1[cH:7][cH:8][c:9]2[c:10]([OH:17])[cH:11][c:12](=[O:16])[o:13][c:14]2[cH:15]1.[CH:18]([Cl:19])([Cl:20])[Cl:21].[OH:1][N+:2]([O-:3])=[O:4]>>[O-:1][N+:2](=[O:4])[c:11]1[c:10]([OH:17])[c:9]2[cH:8][cH:7][c:6]([Br:5])[cH:15][c:14]2[o:13][c:12]1=[O:16]. Starting materials: FC(C=1C(=NC=CC1)C(C)=O)(F)F (1-(3-trifluoromethyl-pyridin-2-yl)-ethanone), BrBr (bromine). Solvent: Br (HBr). Conditions: temperature 0 celsius, time 3 hour. Yields the product BrCC(=O)C1=NC=CC=C1C(F)(F)F (2-Bromo-1-(3-trifluoromethyl-pyridin-2-yl)-ethanone), Br (HBr). RXN SMILES: [F:1][C:2]([F:13])([F:12])[C:3]1[C:4]([C:9](=[O:11])[CH3:10])=[N:5][CH:6]=[CH:7][CH:8]=1.[Br:14]Br>Br>[Br:14][CH2:10][C:9]([C:4]1[C:3]([C:2]([F:1])([F:12])[F:13])=[CH:8][CH:7]=[CH:6][N:5]=1)=[O:11].[BrH:14]. Reported procedure: Dissolve 1-(3-trifluoromethyl-pyridin-2-yl)-ethanone (2.10 g, 11.1 mmol) in HBr (30% by wt in AcOH) (14 mL). Cool the mixture to 0° C. and add bromine (0.62 mL) drop wise. Allow the resulting solution to warm to room temperature and stir for 3 hours. Concentrate the reaction under reduced pressure to yield the title compound as its HBr salt.